Dataset: the Open Reaction Database (ORD), a public repository of structured organic reaction records. Task: describe an organic reaction: reactants, conditions, products, and yield Reactants: C=CCN1CC2C(C1)C2(C)c1cccc(N)c1, CS(=O)(=O)Cl, c1ccncc1. Yields the product C=CCN1CC2C(C1)C2(C)c1cccc(NS(C)(=O)=O)c1. RXN SMILES: [CH2:1]([CH:2]=[CH2:3])[N:4]1[CH2:5][CH:6]2[C:7]([CH3:10])([c:11]3[cH:12][c:13]([NH2:14])[cH:15][cH:16][cH:17]3)[CH:8]2[CH2:9]1.[CH3:18][S:19]([Cl:20])(=[O:21])=[O:22].[cH:23]1[cH:24][cH:25][n:26][cH:27][cH:28]1>>[CH2:1]([CH:2]=[CH2:3])[N:4]1[CH2:5][CH:6]2[C:7]([CH3:10])([c:11]3[cH:12][c:13]([NH:14][S:19]([CH3:18])(=[O:21])=[O:22])[cH:15][cH:16][cH:17]3)[CH:8]2[CH2:9]1. Reactants: C[C@@H]1N(CCC1=O)C(=O)OCC1=CC=CC=C1 (benzyl (2S)-2-methyl-3-oxopyrrolidine-1-carboxylate), C(C)(=O)OCC (ethyl acetate), [Cl-].[Ce+3].[Cl-].[Cl-] (cerium chloride), C[Mg]Br.C(C)OCC (methylmagnesium bromide diethyl ether). Procedure details: A suspension (300 mL) of cerium chloride (47 g) in THF was cooled to −78° C., and 3 mol/L methylmagnesium bromide-diethyl ether solution (56 mL) was added dropwise while adjusting the temperature of the solution to not higher than −70° C. After the completion of the dropwise addition, the mixture was stirred at −78° C. for 30 min, and a solution (60 mL) of benzyl (2S)-2-methyl-3-oxopyrrolidine-1-carboxylate (18 g) in THF was added dropwise while adjusting the temperature of the solution to not h... The yield is 84.0%. RXN SMILES: [Cl-].[Ce+3].[Cl-].[Cl-].C[Mg]Br.[CH2:8](OCC)C.[CH3:13][C@H:14]1[C:18](=[O:19])[CH2:17][CH2:16][N:15]1[C:20]([O:22][CH2:23][C:24]1[CH:29]=[CH:28][CH:27]=[CH:26][CH:25]=1)=[O:21].C(OCC)(=O)C>C1COCC1>[OH:19][C@@:18]1([CH3:8])[CH2:17][CH2:16][N:15]([C:20]([O:22][CH2:23][C:24]2[CH:29]=[CH:28][CH:27]=[CH:26][CH:25]=2)=[O:21])[C@H:14]1[CH3:13] |f:0.1.2.3,4.5|. Conditions: temperature -78 celsius, time 30 minute. Product: O[C@@]1([C@@H](N(CC1)C(=O)OCC1=CC=CC=C1)C)C (benzyl (2S,3S)-3-hydroxy-2,3-dimethylpyrrolidine-1-carboxylate). The solvent is C1CCOC1 (THF), C1CCOC1 (THF).